This data is from the Open Reaction Database (ORD), a public repository of structured organic reaction records. The task is: describe an organic reaction: reactants, conditions, products, and yield As a reaction SMILES: [Br:1][C:2]1[CH:10]=[CH:9][CH:8]=[C:7]2[C:3]=1[CH:4]=[CH:5][NH:6]2.C([SiH](CC)CC)C.C(=O)([O-])O.[Na+]>C(#N)C>[Br:1][C:2]1[CH:10]=[CH:9][CH:8]=[C:7]2[C:3]=1[CH2:4][CH2:5][NH:6]2 |f:2.3|. Reactants: BrC1=C2C=CNC2=CC=C1 (4-bromoindole), resultant mixture, C(O)([O-])=O.[Na+] (sodium hydrogen carbonate), C(C)[SiH](CC)CC (triethylsilane). Run in C(C)#N (acetonitrile). Run at time 4 hour. Procedure details: A solution of 4-bromoindole (881 mg) in acetonitrile (18 ml) was cooled to 0° C. under argon atmosphere, and thereto were added dropwise successively triethylsilane (2.15 ml), and boron trifluoride diethyl ether complex (1.71 ml). The mixture was stirred at the same temperature for 4 hours, and then further stirred at room temperature for 1.5 hours. To the resultant mixture was added a saturated aqueous sodium hydrogen carbonate solution, and the organic solvent was evaporated under reduced pres... Yield: 52.0%. Yields the product BrC1=C2CCNC2=CC=C1 (4-Bromoindoline).